Dataset: the Open Reaction Database (ORD), a public repository of structured organic reaction records. Task: describe an organic reaction: reactants, conditions, products, and yield The reactants are CCO, CC(I)CC(F)(F)F, [N-]=[N+]=[N-], [Na+]. The product is CC(CC(F)(F)F)N=[N+]=[N-]. RXN SMILES: [CH3:13][CH2:14][OH:15].[F:1][C:2]([CH2:3][CH:4]([CH3:5])[I:6])([F:7])[F:8].[N-:10]=[N+:11]=[N-:12].[Na+:9]>>[F:1][C:2]([CH2:3][CH:4]([CH3:5])[N:10]=[N+:11]=[N-:12])([F:7])[F:8]. The reactants are S(=O)(Cl)Cl (thionyl chloride), C1(=CC=CC=C1)CCCC(=O)O (4-phenylbutyric acid), CN(C=O)C (dimethylformamide), NC1=CC=2CC3=C(NC(C=4N3C=CN4)=O)C2C=C1 (8-amino-5H,10H-imidazo[1,2-a]indeno[1,2-e]pyrazine-4-one), CN(C=O)C (dimethylformamide). The solvent is ClCCl (dichloromethane). Reaction conditions: time 8 hour. Yields the product C1(=CC=CC=C1)CCCC(=O)NC1=CN=C2N1C1=C(NC2=O)C=2C=CC=CC2C1 (4-phenylbutyrylamino-5H,10H-imidazo[1,2-a]indeno[1,2-e]pyrazine-4-one). Reaction SMILES: S(Cl)(Cl)=O.[C:5]1([CH2:11][CH2:12][CH2:13][C:14]([OH:16])=O)[CH:10]=[CH:9][CH:8]=[CH:7][CH:6]=1.N[C:18]1[CH:34]=[CH:33][C:32]2[C:23]3[NH:24][C:25](=[O:31])[C:26]4[N:27]([CH:28]=[CH:29][N:30]=4)[C:22]=3[CH2:21][C:20]=2[CH:19]=1.C[N:36](C)C=O>ClCCl>[C:5]1([CH2:11][CH2:12][CH2:13][C:14]([NH:36][C:28]2[N:27]3[C:22]4[CH2:21][C:20]5[CH:19]=[CH:18][CH:34]=[CH:33][C:32]=5[C:23]=4[NH:24][C:25](=[O:31])[C:26]3=[N:30][CH:29]=2)=[O:16])[CH:6]=[CH:7][CH:8]=[CH:9][CH:10]=1. Procedure details: A few drops of dimethylformamide and then, dropwise, 2.8 ml of thionyl chloride are added to 5 g of 4-phenylbutyric acid, in solution in 60 ml of anhydrous dichloromethane, at a temperature in the region of 20° C. After reacting overnight at the same temperature, the reaction mixture is concentrated to dryness under reduced pressure. The chloride of 4-phenylbutyric acid thus prepared is added dropwise to 1 g of 8-amino-5H,10H-imidazo[1,2-a]indeno[1,2-e]pyrazine-4-one, in solution in 75 ml of dim... The reactants are FC(C(=O)NCC=1C(=CC(=C(C(=O)O)C1)Cl)F)(F)F (5-((2,2,2-trifluoroacetamido)methyl)-2-chloro-4-fluorobenzoic acid), C(C(=O)Cl)(=O)Cl (oxalyl chloride), N (ammonia). The solvent is C1CCOC1 (THF). Product: FC(C(=O)NCC=1C(=CC(=C(C(=O)N)C1)Cl)F)(F)F (5-((2,2,2-trifluoroacetamido)methyl)-2-chloro-4-fluorobenzamide). As a reaction SMILES: [F:1][C:2]([F:19])([F:18])[C:3]([NH:5][CH2:6][C:7]1[C:8]([F:17])=[CH:9][C:10]([Cl:16])=[C:11]([CH:15]=1)[C:12](O)=[O:13])=[O:4].C(Cl)(=O)C(Cl)=O.[NH3:26]>C1COCC1>[F:1][C:2]([F:19])([F:18])[C:3]([NH:5][CH2:6][C:7]1[C:8]([F:17])=[CH:9][C:10]([Cl:16])=[C:11]([CH:15]=1)[C:12]([NH2:26])=[O:13])=[O:4]. Reported procedure: The title compound was prepared according to the procedure described in step-2 of Intermediate-26 by using 5-((2,2,2-trifluoroacetamido)methyl)-2-chloro-4-fluorobenzoic acid (1.0 g), oxalyl chloride (1.0 mL), THF (50 mL) and ammonia gas to afford 0.800 g of the desired product. 1H NMR (400 MHz, DMSO d6): δ 4.53 (m, 2H), 7.43 (m, 1H) 7.44 (m, 2H), 7.48 (m, 1H), 10.0 (br s, 1H)); MS (m/z): 297.10 (M−H)−. The reactants are CO, CC(C)c1nc(COC(=O)NC(C(=O)O)C(C)C)cs1, ClC(Cl)Cl, NC(Cc1ccccc1)C(O)CC(Cc1cncs1)NC(=O)OCc1cncs1. Product: CC(C)c1nc(COC(=O)NC(C(=O)NC(Cc2ccccc2)C(O)CC(Cc2cncs2)NC(=O)OCc2cncs2)C(C)C)cs1. RXN SMILES: [CH3:50][OH:51].[CH:1]([CH3:2])([CH3:3])[c:4]1[s:5][cH:6][c:7]([CH2:9][O:10][C:11](=[O:12])[NH:13][CH:14]([CH:15]([CH3:16])[CH3:17])[C:18](=[O:19])[OH:20])[n:8]1.[CH:52]([Cl:53])([Cl:54])[Cl:55].[NH2:21][CH:22]([CH2:23][c:24]1[cH:25][cH:26][cH:27][cH:28][cH:29]1)[CH:30]([CH2:31][CH:32]([CH2:33][c:34]1[cH:35][n:36][cH:37][s:38]1)[NH:39][C:40](=[O:41])[O:42][CH2:43][c:44]1[cH:45][n:46][cH:47][s:48]1)[OH:49]>>[CH:1]([CH3:2])([CH3:3])[c:4]1[s:5][cH:6][c:7]([CH2:9][O:10][C:11](=[O:12])[NH:13][CH:14]([CH:15]([CH3:16])[CH3:17])[C:18](=[O:20])[NH:21][CH:22]([CH2:23][c:24]2[cH:25][cH:26][cH:27][cH:28][cH:29]2)[CH:30]([CH2:31][CH:32]([CH2:33][c:34]2[cH:35][n:36][cH:37][s:38]2)[NH:39][C:40](=[O:41])[O:42][CH2:43][c:44]2[cH:45][n:46][cH:47][s:48]2)[OH:49])[n:8]1. Starting materials: C(C=1C(O)=CC=CC1)=NCC(C)N=CC=1C(O)=CC=CC1 (N,N'-disalicylidene-1,2-propanediamine), solution, C=1(C(=CC=CC1)C)C (xylene). Yields the product C1(CCCCC1)N(C)C (N-cyclohexyl-N,N-dimethylamine). RXN SMILES: [CH:1](=[N:9][CH2:10]C(N=CC1C(=CC=CC=1)O)C)C1C(=CC=CC=1)O.[C:22]1(C)[C:23](C)=[CH:24][CH:25]=[CH:26][CH:27]=1>>[CH:22]1([N:9]([CH3:10])[CH3:1])[CH2:23][CH2:24][CH2:25][CH2:26][CH2:27]1. Reported procedure: 1.6% N,N'-disalicylidene-1,2-propanediamine as an 80% solution in xylene; and